From a dataset of the Open Reaction Database (ORD), a public repository of structured organic reaction records. describe an organic reaction: reactants, conditions, products, and yield Starting materials: [Si]([O-])([O-])([O-])[O-].[Na+].[Na+].[Na+].[Na+] (sodium silicate), SiO2 Na2O, SiO2, S(O)(O)(=O)=O (sulphuric acid). Product: SiO2, S(=O)(=O)([O-])[O-].[Na+].[Na+] (sodium sulphate), S(O)(O)(=O)=O (sulphuric acid). The yield is 3.0%. As a reaction SMILES: [Si]([O-])([O-])([O-])[O-].[Na+:6].[Na+].[Na+].[Na+].[S:10](=[O:14])(=[O:13])([OH:12])[OH:11]>>[S:10]([O-:14])([O-:13])(=[O:12])=[O:11].[Na+:6].[Na+:6].[S:10](=[O:12])(=[O:11])([OH:14])[OH:13] |f:0.1.2.3.4,6.7.8|. Procedure details: Neutral sodium silicate liquor (3.3:1 SiO2 /Na2O ratio, 25% SiO2) 8.5 liters/minute was mixed with dilute sulphuric acid (40% w/w) 3.4 liters/minute to produce a hydrosol with the composition 18.2% SiO2, 12.3% sodium sulphate and 3% excess sulphuric acid. The sol had a setting time of about 3 to 4 minutes at a temperature of 52° C. and was allowed to set on a continuously moving belt. The dimensions and speed of the belt were such that the mean residence time of the hyrogel on the belt was 10 mi... The product is BrC1=CC2=C(CCNCC2C)N=C1OC (3-Bromo-2-methoxy-5-methyl-6,7,8,9-tetrahydro-5H-pyrido[2,3-d]azepine). Procedure: Br2 (2.00 ml, 39.2 mmol) was added to a mixture of 2-methoxy-5-methyl-7-(trifluoroacetyl)-6,7,8,9-tetrahydro-5H-pyrido[2,3-d]azepine (113 mg, 392 μmol), Na2HPO4 buffer (40 ml) and MeOH (5 ml). After stirring for 1 h at ambient temperature, the reaction mixture was parted between EtOAc and NaHCO3. The organic phase was washed with brine, dried over Na2SO4 and concentrated in vacuo. Chromatographic purification rendered 152 mg (99%) of 3-bromo-2-methoxy-5-methyl-7-(trifluoroacetyl)-6,7,8,9-tetrahy... As a reaction SMILES: BrBr.COC1C=CC2C(C)CN(C(=O)C(F)(F)F)CCC=2N=1.C([O-])(O)=O.[Na+].[Br:28][C:29]1[C:46]([O:47][CH3:48])=[N:45][C:32]2[CH2:33][CH2:34][N:35](C(=O)C(F)(F)F)[CH2:36][CH:37]([CH3:38])[C:31]=2[CH:30]=1.C([O-])([O-])=O.[K+].[K+]>CO.CCOC(C)=O>[Br:28][C:29]1[C:46]([O:47][CH3:48])=[N:45][C:32]2[CH2:33][CH2:34][NH:35][CH2:36][CH:37]([CH3:38])[C:31]=2[CH:30]=1 |f:2.3,5.6.7|. Starting materials: BrC1=CC2=C(CCN(CC2C)C(C(F)(F)F)=O)N=C1OC (3-bromo-2-methoxy-5-methyl-7-(trifluoroacetyl)-6,7,8,9-tetrahydro-5H-pyrido[2,3-d]azepine), C(=O)([O-])[O-].[K+].[K+] (K2CO3), C(=O)(O)[O-].[Na+] (NaHCO3), BrBr (Br2), COC=1C=CC2=C(CCN(CC2C)C(C(F)(F)F)=O)N1 (2-methoxy-5-methyl-7-(trifluoroacetyl)-6,7,8,9-tetrahydro-5H-pyrido[2,3-d]azepine), Na2HPO4, C(=O)(O)[O-].[Na+] (NaHCO3). Conditions: time 1 hour. The solvent is CO (MeOH), CCOC(=O)C (EtOAc), CCOC(=O)C (EtOAc), CO (MeOH). Reactants: [N+](=O)([O-])C1=CC(=C(C(=O)NC2=CC(=C(C(=O)NC=3C=C(C=C4C=C(C=C(C34)S(=O)(=O)O)S(=O)(=O)O)S(=O)(=O)O)C=C2)S(=O)(=O)O)C=C1)S(=O)(=O)O (8-[4-(4-nitro-2-sulfobenzamido)-2-sulfobenzamido]-1,3,6-naphthalenetrisulfonic acid), pentasodium. The reagents and catalysts are [Pd] (palladium on carbon). Run in O (water). Yields the product NC1=CC(=C(C(=O)NC2=CC(=C(C(=O)NC=3C=C(C=C4C=C(C=C(C34)S(=O)(=O)O)S(=O)(=O)O)S(=O)(=O)O)C=C2)S(=O)(=O)O)C=C1)S(=O)(=O)O (8-[4-(4-amino-2-sulfobenzamido)-2-sulfobenzamido]-1,3,6-naphthalenetrisulfonic acid), pentasodium. Reaction SMILES: [N+:1]([C:4]1[CH:47]=[CH:46][C:7]([C:8]([NH:10][C:11]2[CH:41]=[CH:40][C:14]([C:15]([NH:17][C:18]3[CH:19]=[C:20]([S:36]([OH:39])(=[O:38])=[O:37])[CH:21]=[C:22]4[C:27]=3[C:26]([S:28]([OH:31])(=[O:30])=[O:29])=[CH:25][C:24]([S:32]([OH:35])(=[O:34])=[O:33])=[CH:23]4)=[O:16])=[C:13]([S:42]([OH:45])(=[O:44])=[O:43])[CH:12]=2)=[O:9])=[C:6]([S:48]([OH:51])(=[O:50])=[O:49])[CH:5]=1)([O-])=O>[Pd].O>[NH2:1][C:4]1[CH:47]=[CH:46][C:7]([C:8]([NH:10][C:11]2[CH:41]=[CH:40][C:14]([C:15]([NH:17][C:18]3[CH:19]=[C:20]([S:36]([OH:39])(=[O:37])=[O:38])[CH:21]=[C:22]4[C:27]=3[C:26]([S:28]([OH:31])(=[O:29])=[O:30])=[CH:25][C:24]([S:32]([OH:35])(=[O:34])=[O:33])=[CH:23]4)=[O:16])=[C:13]([S:42]([OH:45])(=[O:43])=[O:44])[CH:12]=2)=[O:9])=[C:6]([S:48]([OH:51])(=[O:50])=[O:49])[CH:5]=1. Reported procedure: A reaction mixture comprising 17.5 g of 8-[4-(4-nitro-2-sulfobenzamido)-2-sulfobenzamido]-1,3,6-naphthalenetrisulfonic acid, pentasodium salt, 1.0 g of 10% palladium on carbon catalyst and 100 ml of water was hydrogenated in a Parr shaker for one hour and then filtered through diatomaceous earth. The filtrate was concentrated to about 65 ml and then poured with vigorous stirring into 500 ml of absolute ethanol. The granular precipitate was collected by filtration, washed with ethanol, then ether...